Dataset: the Open Reaction Database (ORD), a public repository of structured organic reaction records. Task: describe an organic reaction: reactants, conditions, products, and yield Starting materials: Brc1cncnc1, CC(c1ccc(B2OC(C)(C)C(C)(C)O2)cc1)N1CCC(CCCO)(c2ccc(F)cc2)OC1=O. The product is CC(c1ccc(-c2cncnc2)cc1)N1CCC(CCCO)(c2ccc(F)cc2)OC1=O. Reaction SMILES: [Br:36][c:37]1[cH:38][n:39][cH:40][n:41][cH:42]1.[F:1][c:2]1[cH:3][cH:4][c:5]([C:8]2([CH2:32][CH2:33][CH2:34][OH:35])[CH2:9][CH2:10][N:11]([CH:15]([CH3:16])[c:17]3[cH:18][cH:19][c:20]([B:23]4[O:24][C:25]([CH3:26])([CH3:27])[C:28]([CH3:29])([CH3:30])[O:31]4)[cH:21][cH:22]3)[C:12](=[O:14])[O:13]2)[cH:6][cH:7]1>>[F:1][c:2]1[cH:3][cH:4][c:5]([C:8]2([CH2:32][CH2:33][CH2:34][OH:35])[CH2:9][CH2:10][N:11]([CH:15]([CH3:16])[c:17]3[cH:18][cH:19][c:20](-[c:37]4[cH:38][n:39][cH:40][n:41][cH:42]4)[cH:21][cH:22]3)[C:12](=[O:14])[O:13]2)[cH:6][cH:7]1. Reactants: C(C)(C)(C)OC(=O)N([C@@H]1CNCC[C@H]1OC)C(=O)OC(C)(C)C (trans (+/−)-3-(bis(tert-butoxycarbonyl)amino)-4-methoxypiperidine), CCN(C(C)C)C(C)C (DIEA), ClC1=C(C=NC=C1)[N+](=O)[O-] (4-chloro-3-nitropyridine). Solvent: hexanes, CCOC(=O)C (EtOAc). Yields the product C(=O)(OC(C)(C)C)N([C@@H]1CN(CC[C@H]1OC)C1=C(C=NC=C1)[N+](=O)[O-])C(=O)OC(C)(C)C (trans (+/−)-N,N-di-BOC-4-methoxy-1-(3-nitropyridin-4-yl)-piperidin-3-amine). Isolated yield 59.0%. As a reaction SMILES: [C:1]([O:5][C:6]([N:8]([C:17]([O:19][C:20]([CH3:23])([CH3:22])[CH3:21])=[O:18])[C@H:9]1[C@H:14]([O:15][CH3:16])[CH2:13][CH2:12][NH:11][CH2:10]1)=[O:7])([CH3:4])([CH3:3])[CH3:2].Cl[C:25]1[CH:30]=[CH:29][N:28]=[CH:27][C:26]=1[N+:31]([O-:33])=[O:32].CCN(C(C)C)C(C)C>CCOC(C)=O>[C:6]([N:8]([C:17]([O:19][C:20]([CH3:23])([CH3:22])[CH3:21])=[O:18])[C@H:9]1[C@H:14]([O:15][CH3:16])[CH2:13][CH2:12][N:11]([C:25]2[CH:30]=[CH:29][N:28]=[CH:27][C:26]=2[N+:31]([O-:33])=[O:32])[CH2:10]1)([O:5][C:1]([CH3:4])([CH3:3])[CH3:2])=[O:7]. Procedure: Method 1 was followed using trans (+/−)-3-(bis(tert-butoxycarbonyl)amino)-4-methoxypiperidine (1.0 equiv.), 4-chloro-3-nitropyridine (1.2 equiv.), and DIEA (4.0 equiv.) to give trans (+/−)-N,N-di-BOC-4-methoxy-1-(3-nitropyridin-4-yl)-piperidin-3-amine after column chromatography (EtOAc and hexanes, 50%) in 59% yield for two steps. LCMS (m/z): 453.2 (MH+), LC Rt=3.24 min. Starting materials: CCO, Cc1ccccc1, CCOC(=O)C1=C(OS(=O)(=O)C(F)(F)F)CCC1, OB(O)c1ccccc1F, [Na+], [Na+], O=C([O-])[O-], c1ccc(P(c2ccccc2)(c2ccccc2)[Pd](P(c2ccccc2)(c2ccccc2)c2ccccc2)(P(c2ccccc2)(c2ccccc2)c2ccccc2)P(c2ccccc2)(c2ccccc2)c2ccccc2)cc1. Yields the product CCOC(=O)C1=C(c2ccccc2F)CCC1. Reaction SMILES: [CH3:29][CH2:30][OH:31].[CH3:38][c:39]1[cH:40][cH:41][cH:42][cH:43][cH:44]1.[F:11][C:12]([F:13])([F:14])[S:15]([O:16][C:17]1=[C:18]([C:22](=[O:23])[O:24][CH2:25][CH3:26])[CH2:19][CH2:20][CH2:21]1)(=[O:27])=[O:28].[F:1][c:2]1[c:3]([B:8]([OH:9])[OH:10])[cH:4][cH:5][cH:6][cH:7]1.[Na+:32].[Na+:33].[O-:34][C:35](=[O:36])[O-:37].[cH:45]1[cH:46][cH:47][c:48]([P:49]([Pd:50]([P:51]([c:52]2[cH:53][cH:54][cH:55][cH:56][cH:57]2)([c:58]2[cH:59][cH:60][cH:61][cH:62][cH:63]2)[c:64]2[cH:65][cH:66][cH:67][cH:68][cH:69]2)([P:70]([c:71]2[cH:72][cH:73][cH:74][cH:75][cH:76]2)([c:77]2[cH:78][cH:79][cH:80][cH:81][cH:82]2)[c:83]2[cH:84][cH:85][cH:86][cH:87][cH:88]2)[P:89]([c:90]2[cH:91][cH:92][cH:93][cH:94][cH:95]2)([c:96]2[cH:97][cH:98][cH:99][cH:100][cH:101]2)[c:102]2[cH:103][cH:104][cH:105][cH:106][cH:107]2)([c:108]2[cH:109][cH:110][cH:111][cH:112][cH:113]2)[c:114]2[cH:115][cH:116][cH:117][cH:118][cH:119]2)[cH:120][cH:121]1>>[F:1][c:2]1[c:3]([C:17]2=[C:18]([C:22](=[O:23])[O:24][CH2:25][CH3:26])[CH2:19][CH2:20][CH2:21]2)[cH:4][cH:5][cH:6][cH:7]1. The reactants are CC1(COP(OC1)(=O)CO)C (5,5-dimethyl-2-(hydroxymethyl)-2-oxo-1,3,2-dioxaphosphorinan), CC1(COP(OC1)=O)C (5,5-dimethyl-2-oxo-1,3,2-dioxaphosphorinan). Yields the product OCP1(OCCC(O1)C)=O (2-(Hydroxymethyl)-2-oxo-4-methyl-1,3,2-dioxaphosphorinan). As a reaction SMILES: C[C:2]1(C)[CH2:7][O:6][P:5]([CH2:9][OH:10])(=[O:8])[O:4][CH2:3]1.[CH3:12]C1(C)COP(=O)OC1>>[OH:10][CH2:9][P:5]1(=[O:8])[O:6][CH:7]([CH3:12])[CH2:2][CH2:3][O:4]1. Procedure: 5,5-dimethyl-2-(hydroxymethyl)-2-oxo-1,3,2-dioxaphosphorinan from 5,5-dimethyl-2-oxo-1,3,2-dioxaphosphorinan. Starting materials: CC(=O)N1CC(C)(C)c2ccc(-n3ccc(C)c(I)c3=O)cc21, CC(=O)[O-], CC(=O)[O-], CCOC(C)=O, CC1(C)OB(c2ccc3nc(N)ncc3c2)OC1(C)C, CC(C)O, [K+], [K+], [K+], O, O=P([O-])([O-])[O-], [Pd+2]. The product is CC(=O)N1CC(C)(C)c2ccc(-n3ccc(C)c(-c4ccc5nc(N)ncc5c4)c3=O)cc21. Reaction SMILES: [C:29]([CH3:30])(=[O:31])[N:32]1[CH2:33][C:34]([CH3:50])([CH3:51])[c:35]2[cH:36][cH:37][c:38](-[n:41]3[c:42](=[O:49])[c:43]([I:48])[c:44]([CH3:47])[cH:45][cH:46]3)[cH:39][c:40]21.[C:63]([O-:64])(=[O:65])[CH3:66].[C:68]([O-:69])(=[O:70])[CH3:71].[CH3:56][CH2:57][O:58][C:59]([CH3:60])=[O:61].[CH3:9][C:10]1([CH3:11])[C:12]([CH3:13])([CH3:14])[O:15][B:16]([c:17]2[cH:18][c:19]3[cH:20][n:21][c:22]([NH2:27])[n:23][c:24]3[cH:25][cH:26]2)[O:28]1.[CH:52]([OH:53])([CH3:54])[CH3:55].[K+:6].[K+:7].[K+:8].[OH2:62].[P:1]([O-:2])([O-:3])([O-:4])=[O:5].[Pd+2:67]>>[c:17]1(-[c:43]2[c:42](=[O:49])[n:41](-[c:38]3[cH:37][cH:36][c:35]4[c:40]([cH:39]3)[N:32]([C:29]([CH3:30])=[O:31])[CH2:33][C:34]4([CH3:50])[CH3:51])[cH:46][cH:45][c:44]2[CH3:47])[cH:18][c:19]2[cH:20][n:21][c:22]([NH2:27])[n:23][c:24]2[cH:25][cH:26]1. Reactants: C(#N)[BH3-].[Na+] (sodium cyanoborohydride), C1(=CC=CC=C1)C#CC=1C=C(C=NC1)C=O (5-Phenylethynylpyridine-3-carbaldehyde). The solvent is C(C)(=O)OCC (ethyl acetate). Conditions: time 2 hour. The product is C1(=CC=CC=C1)C#CC=1C=C(C=NC1)CO ((5-Phenylethynyl-pyridin-3-yl)-methanol). RXN SMILES: C([BH3-])#N.[Na+].[C:5]1([C:11]#[C:12][C:13]2[CH:14]=[C:15]([CH:19]=[O:20])[CH:16]=[N:17][CH:18]=2)[CH:10]=[CH:9][CH:8]=[CH:7][CH:6]=1>C(OCC)(=O)C>[C:5]1([C:11]#[C:12][C:13]2[CH:14]=[C:15]([CH2:19][OH:20])[CH:16]=[N:17][CH:18]=2)[CH:10]=[CH:9][CH:8]=[CH:7][CH:6]=1 |f:0.1|. Procedure details: Add sodium cyanoborohydride (0.31 g, 4.98 mmol) to a solution of 5-phenylethynyl-pyridine-3-carbaldehyde, (prepared as described in EXAMPLE 5), (0.86 g, 4.15 mmol) and stir at room temperature for 2 h. Dilute with ethyl acetate, wash with an aqueous saturated solution of bicarbonate, dry (magnesium sulfate), filter and concentrate. Purify by silica gel chromatography, eluting with 0:100 to 50:50 ethyl acetate:hexanes, to give the title compound as a colorless oil which solidifies on standing (0.... Starting materials: OC1CC(COCc2ccccc2)C1, C1CCOC1, CC(C)OC(=O)N=NC(=O)OC(C)C, CC(C)(C)OC(=O)NC1(c2ccc3cc(O)ccc3c2)COC(C)(C)OC1, c1ccc(P(c2ccccc2)c2ccccc2)cc1. Product: CC(C)(C)OC(=O)NC1(c2ccc3cc(OC4CC(COCc5ccccc5)C4)ccc3c2)COC(C)(C)OC1. As a reaction SMILES: [CH2:28]([c:29]1[cH:30][cH:31][cH:32][cH:33][cH:34]1)[O:35][CH2:36][CH:37]1[CH2:38][CH:39]([OH:41])[CH2:40]1.[CH2:75]1[O:76][CH2:77][CH2:78][CH2:79]1.[O:61]=[C:62]([O:63][CH:64]([CH3:65])[CH3:66])[N:67]=[N:68][C:69]([O:70][CH:71]([CH3:72])[CH3:73])=[O:74].[OH:1][c:2]1[cH:3][c:4]2[cH:5][cH:6][c:7]([C:12]3([NH:20][C:21]([O:22][C:23]([CH3:24])([CH3:25])[CH3:26])=[O:27])[CH2:13][O:14][C:15]([CH3:18])([CH3:19])[O:16][CH2:17]3)[cH:8][c:9]2[cH:10][cH:11]1.[c:42]1([P:43]([c:44]2[cH:45][cH:46][cH:47][cH:48][cH:49]2)[c:50]2[cH:51][cH:52][cH:53][cH:54][cH:55]2)[cH:56][cH:57][cH:58][cH:59][cH:60]1>>[O:1]([c:2]1[cH:3][c:4]2[cH:5][cH:6][c:7]([C:12]3([NH:20][C:21]([O:22][C:23]([CH3:24])([CH3:25])[CH3:26])=[O:27])[CH2:13][O:14][C:15]([CH3:18])([CH3:19])[O:16][CH2:17]3)[cH:8][c:9]2[cH:10][cH:11]1)[CH:39]1[CH2:38][CH:37]([CH2:36][O:35][CH2:28][c:29]2[cH:30][cH:31][cH:32][cH:33][cH:34]2)[CH2:40]1. Reactants: BrC=1C=CC=2N(C3=CC=C(C=C3C2C1)Br)C1=CC=CC=C1 (3,6-dibromo-9-phenyl-9H-carbazole), C1=CC=CC=2C3=CC=CC=C3NC12 (carbazole), C(C)(=O)OCC (ethyl acetate). Run in CCCCCC (hexane). Product: C1=CC=CC=2C3=CC=CC=C3N(C12)C=1C=CC=2N(C3=CC=C(C=C3C2C1)N1C2=CC=CC=C2C=2C=CC=CC12)C1=CC=CC=C1 (3,6-Di(9H-carbazol-9-yl)-9-phenyl-9H-carbazole). RXN SMILES: Br[C:2]1[CH:3]=[CH:4][C:5]2[N:6]([C:16]3[CH:21]=[CH:20][CH:19]=[CH:18][CH:17]=3)[C:7]3[C:12]([C:13]=2[CH:14]=1)=[CH:11][C:10](Br)=[CH:9][CH:8]=3.[CH:22]1[C:34]2[NH:33][C:32]3[C:27](=[CH:28][CH:29]=[CH:30][CH:31]=3)[C:26]=2[CH:25]=[CH:24][CH:23]=1.C(O[CH2:39][CH3:40])(=O)C>CCCCCC>[CH:4]1[C:5]2[N:6]([C:16]3[CH:21]=[CH:20][C:19]4[N:6]([C:40]5[CH:39]=[CH:12][CH:7]=[CH:8][CH:9]=5)[C:5]5[C:13]([C:18]=4[CH:17]=3)=[CH:14][C:2]([N:33]3[C:32]4[CH:31]=[CH:30][CH:29]=[CH:28][C:27]=4[C:26]4[C:34]3=[CH:22][CH:23]=[CH:24][CH:25]=4)=[CH:3][CH:4]=5)[C:7]3[C:12](=[CH:11][CH:10]=[CH:9][CH:8]=3)[C:13]=2[CH:14]=[CH:2][CH:3]=1. Reported procedure: The Rf values of the objective substance, 3,6-dibromo-9-phenyl-9H-carbazole, and carbazole were respectively 0.32, 0.73, and 0.18 which were obtained by silica gel thin layer chromatography (TLC) (with a developing solvent containing ethyl acetate and hexane in a 1:10 ratio). Reactants: LiCO4, C1(=CC=CC=C1)C1=C(C(C(N=C1)=O)=O)C1=CC=CC=C1.C1COCCOCCOCCOCCOCCO1 (diphenyl-diketo-pyridine 18-crown-6), aqueous solution, racemic source solution, ethyl ester, N[C@@H](C1=CC=CC=C1)CC(=O)O (β-phenylalanine), HClO4, LiClO4, HClO4. The solvent is C(Cl)Cl (CH2Cl2). Product: C(C)OC(C[C@@H](N)C1=CC=CC=C1)=O (β-phenylalanine ethyl ester). RXN SMILES: [C:1]1(C2C=NC(=O)C(=O)C=2C2C=CC=CC=2)C=CC=C[CH:2]=1.C1OCCOCCOCCOCCOCCOC1.[NH2:39][C@H:40]([CH2:47][C:48]([OH:50])=[O:49])[C:41]1[CH:46]=[CH:45][CH:44]=[CH:43][CH:42]=1>C(Cl)Cl>[CH2:1]([O:49][C:48](=[O:50])[CH2:47][C@H:40]([C:41]1[CH:46]=[CH:45][CH:44]=[CH:43][CH:42]=1)[NH2:39])[CH3:2] |f:0.1|. Procedure details: In this example, 0.32 ml of the diphenyl-diketo-pyridine-18-crown-6 was coated on polystyrene, and further coated with CH2Cl2, as described in Example 4. The resulting coated ligand-bound solid support was then placed in a column. A 25° C. 3 ml racemic source solution containing 50 mMolar R and S enantiomers of the ethyl ester of β-phenylalanine, 0.01 M HClO4, and 0.5 M LiClO4 was drawn through the column at a 0.012 ml/min flow rate. Next, a 2 ml aqueous solution of 0.5 M LiCO4 and 0.01 M HClO4 ...